From a dataset of the Open Reaction Database (ORD), a public repository of structured organic reaction records. describe an organic reaction: reactants, conditions, products, and yield The reactants are [H-].[Al+3].[Li+].[H-].[H-].[H-] (lithium aluminum hydride), FC1=C(C=C(C=O)C=C1)OC1=CC=CC=C1 (4-fluoro-3-phenoxybenzaldehyde), [OH-].[Na+] (sodium hydroxide), O (water), O (water). Run in C(C)OCC (diethyl ether), C(C)OCC (diethyl ether). Conditions: temperature 15 celsius. The product is FC1=C(C=C(C=C1)CO)OC1=CC=CC=C1 (4-fluoro-3-phenoxyphenylmethanol). Isolated yield 89.4%. Reaction SMILES: [H-].[Al+3].[Li+].[H-].[H-].[H-].[F:7][C:8]1[CH:15]=[CH:14][C:11]([CH:12]=[O:13])=[CH:10][C:9]=1[O:16][C:17]1[CH:22]=[CH:21][CH:20]=[CH:19][CH:18]=1.O.[OH-].[Na+]>C(OCC)C>[F:7][C:8]1[CH:15]=[CH:14][C:11]([CH2:12][OH:13])=[CH:10][C:9]=1[O:16][C:17]1[CH:18]=[CH:19][CH:20]=[CH:21][CH:22]=1 |f:0.1.2.3.4.5,8.9|. Procedure details: To a stirred slurry of 1.4 grams (0.0375 mole) of 95% lithium aluminum hydride in 50 mL of diethyl ether was added dropwise during a one hour period a solution of 21.6 grams (0.1 mole) of 4-fluoro-3-phenoxybenzaldehyde in 50 mL of diethyl ether. Upon completion of addition the reaction mixture was heated at reflux for one hour. The reaction mixture was then cooled to 15° C., and 1.4 mL of water was cautiously added dropwise. Upon completion of addition the reaction mixture was again cooled to 15... The reactants are ClC1=CC=CC2=C1C(N1[C@H](C=3N2C=NC3C(=O)OCC)CCC1)=O (ethyl (S)-8-chloro-11,12,13,13a-tetrahydro-9-oxo-9H-imidazo[1,5-a]pyrrolo[2,1-c][1,4]benzodiazepine-1-carboxylate), [C-]#N.[K+] (potassium cyanide), C1(CCCC1)O (cyclopentanol). Yields the product ClC1=CC=CC2=C1C(N1[C@H](C=3N2C=NC3C(=O)OC3CCCC3)CCC1)=O (cyclopentyl (S)-8-chloro-11,12,13,13a-tetrahydro-9-oxo-9H-imidazo[1,5-a]pyrrolo[2,1-c][1,4]benzodiazepine-1-carboxylate). RXN SMILES: [Cl:1][C:2]1[C:7]2[C:8](=[O:24])[N:9]3[CH2:23][CH2:22][CH2:21][C@H:10]3[C:11]3[N:12]([CH:13]=[N:14][C:15]=3[C:16]([O:18][CH2:19][CH3:20])=[O:17])[C:6]=2[CH:5]=[CH:4][CH:3]=1.[C-]#N.[K+].[CH:28]1(O)[CH2:32]CC[CH2:29]1>>[Cl:1][C:2]1[C:7]2[C:8](=[O:24])[N:9]3[CH2:23][CH2:22][CH2:21][C@H:10]3[C:11]3[N:12]([CH:13]=[N:14][C:15]=3[C:16]([O:18][CH:19]3[CH2:32][CH2:28][CH2:29][CH2:20]3)=[O:17])[C:6]=2[CH:5]=[CH:4][CH:3]=1 |f:1.2|. Procedure details: 3.45 g (10 mmol) of ethyl (S)-8-chloro-11,12,13,13a-tetrahydro-9-oxo-9H-imidazo[1,5-a]pyrrolo[2,1-c][1,4]benzodiazepine-1-carboxylate and 70 mg of powdered potassium cyanide in 10 ml of cyclopentanol are stirred at the boiling point overnight, the excess cyclopentanol is removed in vacuo, the residue is taken up in chloroform, filtered and evaporated. By recrystallization from ethyl acetate/hexane there is obtained cyclopentyl (S)-8-chloro-11,12,13,13a-tetrahydro-9-oxo-9H-imidazo[1,5-a]pyrrolo[2... Reactants: CCOC(C)=O, COCCOC, CCCCCC, [Na+], [Na+], O=C([O-])[O-], c1ccc(P(c2ccccc2)(c2ccccc2)[Pd](P(c2ccccc2)(c2ccccc2)c2ccccc2)(P(c2ccccc2)(c2ccccc2)c2ccccc2)P(c2ccccc2)(c2ccccc2)c2ccccc2)cc1, Fc1cc(Br)cc(-c2nc(-c3ccccn3)no2)c1, OB(O)c1ccncc1. Product: Fc1cc(-c2ccncc2)cc(-c2nc(-c3ccccn3)no2)c1. As a reaction SMILES: [CH3:124][CH2:125][O:126][C:127](=[O:128])[CH3:129].[CH3:29][O:30][CH2:31][CH2:32][O:33][CH3:34].[CH3:41][CH2:42][CH2:43][CH2:44][CH2:45][CH3:46].[Na+:35].[Na+:36].[O-:37][C:38](=[O:39])[O-:40].[cH:47]1[cH:48][cH:49][c:50]([P:51]([Pd:52]([P:53]([c:54]2[cH:55][cH:56][cH:57][cH:58][cH:59]2)([c:60]2[cH:61][cH:62][cH:63][cH:64][cH:65]2)[c:66]2[cH:67][cH:68][cH:69][cH:70][cH:71]2)([P:72]([c:73]2[cH:74][cH:75][cH:76][cH:77][cH:78]2)([c:79]2[cH:80][cH:81][cH:82][cH:83][cH:84]2)[c:85]2[cH:86][cH:87][cH:88][cH:89][cH:90]2)[P:91]([c:92]2[cH:93][cH:94][cH:95][cH:96][cH:97]2)([c:98]2[cH:99][cH:100][cH:101][cH:102][cH:103]2)[c:104]2[cH:105][cH:106][cH:107][cH:108][cH:109]2)([c:110]2[cH:111][cH:112][cH:113][cH:114][cH:115]2)[c:116]2[cH:117][cH:118][cH:119][cH:120][cH:121]2)[cH:122][cH:123]1.[n:1]1[c:2](-[c:7]2[n:8][o:9][c:10](-[c:12]3[cH:13][c:14]([Br:19])[cH:15][c:16]([F:18])[cH:17]3)[n:11]2)[cH:3][cH:4][cH:5][cH:6]1.[n:20]1[cH:21][cH:22][c:23]([B:26]([OH:27])[OH:28])[cH:24][cH:25]1>>[n:1]1[c:2](-[c:7]2[n:8][o:9][c:10](-[c:12]3[cH:13][c:14](-[c:23]4[cH:22][cH:21][n:20][cH:25][cH:24]4)[cH:15][c:16]([F:18])[cH:17]3)[n:11]2)[cH:3][cH:4][cH:5][cH:6]1. Reactants: NCCNC1=NNC2=NC=NC(=C21)NC2=CC(=CC=C2)Cl (3-(2-amino-ethylamino)-4-(3-chloro-phenylamino)-1H-pyrazolo[3,4-d]pyrimidine), [O-]C#N.[K+] (potassium cyanate), C(C)O (ethanol), C(C)(=O)O (acetic acid). The solvent is O (water), O (water). Conditions: time 15 hour. The product is ClC=1C=C(C=CC1)NC1=C2C(=NC=N1)NN=C2NCCNC(=O)N (4-(3-Chloro-phenylamino)-3-(2-ureido-ethylamino)-1H-pyrazolo[3,4-d]-pyrimidine). RXN SMILES: [NH2:1][CH2:2][CH2:3][NH:4][C:5]1[C:13]2[C:8](=[N:9][CH:10]=[N:11][C:12]=2[NH:14][C:15]2[CH:20]=[CH:19][CH:18]=[C:17]([Cl:21])[CH:16]=2)[NH:7][N:6]=1.[O-:22][C:23]#[N:24].[K+].C(O)C.C(O)(=O)C>O>[Cl:21][C:17]1[CH:16]=[C:15]([NH:14][C:12]2[N:11]=[CH:10][N:9]=[C:8]3[NH:7][N:6]=[C:5]([NH:4][CH2:3][CH2:2][NH:1][C:23]([NH2:24])=[O:22])[C:13]=23)[CH:20]=[CH:19][CH:18]=1 |f:1.2|. Reported procedure: A mixture of 200 mg (0.655 mmol) of 3-(2-amino-ethylamino)-4-(3-chloro-phenylamino)-1H-pyrazolo[3,4-d]pyrimidine (water content: 0.48%), 72 mg (0.887 mmol) of potassium cyanate, 1.2 ml of ethanol, 1.2 ml of water and 46.8 ml (0.819 mmol) of acetic acid is stirred at RT for 15 hours. 2 ml of water are added to the resulting suspension and the mixture is filtered. Washing the filter residue with water and a small amount of ethanol and drying in vacuo (about 100 mbar, 8 hours, 1 00C) yield the titl...